This data is from the Open Reaction Database (ORD), a public repository of structured organic reaction records. The task is: describe an organic reaction: reactants, conditions, products, and yield Yields the product COc1ccc(CN2CCC=C(CC(=O)O)C2=O)c(OC)c1. The reactants are COC(=O)CC1=CCCN(Cc2ccc(OC)cc2OC)C1=O, O=C(O)C(F)(F)F, [Li+], [OH-]. Reaction SMILES: [CH3:1][O:2][C:3]([CH2:4][C:5]1=[CH:10][CH2:9][CH2:8][N:7]([CH2:11][c:12]2[c:13]([O:20][CH3:21])[cH:14][c:15]([O:18][CH3:19])[cH:16][cH:17]2)[C:6]1=[O:22])=[O:23].[F:26][C:27]([F:28])([F:29])[C:30]([OH:31])=[O:32].[Li+:25].[OH-:24]>>[O:2]=[C:3]([CH2:4][C:5]1=[CH:10][CH2:9][CH2:8][N:7]([CH2:11][c:12]2[c:13]([O:20][CH3:21])[cH:14][c:15]([O:18][CH3:19])[cH:16][cH:17]2)[C:6]1=[O:22])[OH:23]. Starting materials: CS(=O)(=O)Cl (methanesulfonyl chloride), C(C)(=O)NC1=CC2=C(C(C=CO2)=O)C=C1OC1=CC=CC=C1 (7-acetylamino-6-phenoxy-4H-1-benzopyran-4-one), [H][H] (hydrogen), [H-].[Na+] (sodium hydride). Solvent: C(C)(=O)OCC (ethyl acetate), O (water), CN(C=O)C (N,N-dimethylformamide). Run at time 1 hour. Yields the product C(C)(=O)N(S(=O)(=O)C)C1=CC2=C(C(C=CO2)=O)C=C1OC1=CC=CC=C1 (7-(N-acetyl-N-methylsulfonylamino)-6-phenoxy-4H-1-benzopyran-4-one). The yield is 86.3%. RXN SMILES: [C:1]([NH:4][C:5]1[C:15]([O:16][C:17]2[CH:22]=[CH:21][CH:20]=[CH:19][CH:18]=2)=[CH:14][C:8]2[C:9](=[O:13])[CH:10]=[CH:11][O:12][C:7]=2[CH:6]=1)(=[O:3])[CH3:2].[H-].[Na+].[H][H].[CH3:27][S:28](Cl)(=[O:30])=[O:29]>CN(C)C=O.C(OCC)(=O)C.O>[C:1]([N:4]([C:5]1[C:15]([O:16][C:17]2[CH:22]=[CH:21][CH:20]=[CH:19][CH:18]=2)=[CH:14][C:8]2[C:9](=[O:13])[CH:10]=[CH:11][O:12][C:7]=2[CH:6]=1)[S:28]([CH3:27])(=[O:30])=[O:29])(=[O:3])[CH3:2] |f:1.2|. Procedure details: 2.95 g of 7-acetylamino-6-phenoxy-4H-1-benzopyran-4-one was dissolved in 30 ml of N,N-dimethylformamide. 440 mg of sodium hydride (purity: 60%) was added thereto with ice-cooling. The mixture was stirred at the same temperature until the generation of hydrogen gas stopped. Then, 1.26 g of methanesulfonyl chloride was added thereto dropwise. The mixture was stirred for 1 hour at 20°-25° C. 200 ml of water and 200 ml of ethyl acetate were added thereto. The organic layer was separated, washed with... Starting materials: CCOC(=O)c1cnc(SC)nc1Cl, N#CCCNc1ccccc1. Yields the product CCOC(=O)c1cnc(SC)nc1N(CCC#N)c1ccccc1. Reaction SMILES: [Cl:1][c:2]1[n:3][c:4]([S:13][CH3:14])[n:5][cH:6][c:7]1[C:8](=[O:9])[O:10][CH2:11][CH3:12].[c:15]1([NH:21][CH2:22][CH2:23][C:24]#[N:25])[cH:16][cH:17][cH:18][cH:19][cH:20]1>>[c:2]1([N:21]([c:15]2[cH:16][cH:17][cH:18][cH:19][cH:20]2)[CH2:22][CH2:23][C:24]#[N:25])[n:3][c:4]([S:13][CH3:14])[n:5][cH:6][c:7]1[C:8](=[O:9])[O:10][CH2:11][CH3:12]. Starting materials: C(C)OC(CC#N)=O (ethylcyanoacetate), C(C)C(CN)CCCC (2-ethylhexylamine). Run in C(C)O (ethanol). Run at temperature 154 celsius. Product: C(C)C(CNC(CC#N)=O)CCCC (N-(2-ethylhexyl)cyanoacetamide). As a reaction SMILES: C(O[C:4](=[O:8])[CH2:5][C:6]#[N:7])C.[CH2:9]([CH:11]([CH2:14][CH2:15][CH2:16][CH3:17])[CH2:12][NH2:13])[CH3:10]>C(O)C>[CH2:9]([CH:11]([CH2:14][CH2:15][CH2:16][CH3:17])[CH2:12][NH:13][C:4](=[O:8])[CH2:5][C:6]#[N:7])[CH3:10]. Procedure: To ethylcyanoacetate (141 g., 1.25 mole) is slowly added 2-ethylhexylamine (129 g., 1.0 mole) over a period of 0.5 hours. The solution is then gradually heated to 154° C. and the ethanol formed is collected over a period of 1.75 hours. The solution is then stripped of all volatiles boiling at or below 88° C./3.0 mm to give N-(2-ethylhexyl)cyanoacetamide, 201.5 g.